This data is from the Open Reaction Database (ORD), a public repository of structured organic reaction records. The task is: describe an organic reaction: reactants, conditions, products, and yield Starting materials: [BH4-], C1CCOC1, CO, [Cl-], [NH4+], [Na+], O=C(c1ccccc1)c1ccc2nc(-c3ccc(C4OCCCO4)cc3F)sc2n1. Product: OC(c1ccccc1)c1ccc2nc(-c3ccc(C4OCCCO4)cc3F)sc2n1. Reaction SMILES: [BH4-:31].[CH2:37]1[O:38][CH2:39][CH2:40][CH2:41]1.[CH3:35][OH:36].[Cl-:33].[NH4+:34].[Na+:32].[O:1]1[CH:2]([c:7]2[cH:8][c:9]([F:30])[c:10](-[c:13]3[s:14][c:15]4[n:16][c:17]([C:22](=[O:23])[c:24]5[cH:25][cH:26][cH:27][cH:28][cH:29]5)[cH:18][cH:19][c:20]4[n:21]3)[cH:11][cH:12]2)[O:3][CH2:4][CH2:5][CH2:6]1>>[O:1]1[CH:2]([c:7]2[cH:8][c:9]([F:30])[c:10](-[c:13]3[s:14][c:15]4[n:16][c:17]([CH:22]([OH:23])[c:24]5[cH:25][cH:26][cH:27][cH:28][cH:29]5)[cH:18][cH:19][c:20]4[n:21]3)[cH:11][cH:12]2)[O:3][CH2:4][CH2:5][CH2:6]1. Reactants: CCOCC, Cc1cc(Cl)nc(Cl)c1C(N)=O, O=N[O-], [Na+]. Product: Cc1cc(Cl)nc(Cl)c1C(=O)O. As a reaction SMILES: [CH3:17][CH2:18][O:19][CH2:20][CH3:21].[Cl:1][c:2]1[c:3]([C:4](=[O:5])[NH2:6])[c:7]([CH3:12])[cH:8][c:9]([Cl:11])[n:10]1.[N:13](=[O:14])[O-:15].[Na+:16]>>[Cl:1][c:2]1[c:3]([C:4](=[O:5])[OH:14])[c:7]([CH3:12])[cH:8][c:9]([Cl:11])[n:10]1. Reactants: NCCCCCNC(=N)N (1-amino-5-guanidinopentane), C(CCCCCCC)C1C(C1)C(=O)Cl (2-(n-octyl)cyclopropanecarbonyl chloride). The solvent is N1=CC=CC=C1 (pyridine). Conditions: time 2 day. Yields the product C(CCCCCCC)C1C(C1)C(=O)NCCCCCNC(=N)N (1-(2-n-octylcyclopropanecarboxamido)-5-guanidinopentane). RXN SMILES: [NH2:1][CH2:2][CH2:3][CH2:4][CH2:5][CH2:6][NH:7][C:8]([NH2:10])=[NH:9].[CH2:11]([CH:19]1[CH2:21][CH:20]1[C:22](Cl)=[O:23])[CH2:12][CH2:13][CH2:14][CH2:15][CH2:16][CH2:17][CH3:18]>N1C=CC=CC=1>[CH2:11]([CH:19]1[CH2:21][CH:20]1[C:22]([NH:1][CH2:2][CH2:3][CH2:4][CH2:5][CH2:6][NH:7][C:8]([NH2:10])=[NH:9])=[O:23])[CH2:12][CH2:13][CH2:14][CH2:15][CH2:16][CH2:17][CH3:18]. Procedure: To 350 mg. of 1-amino-5-guanidinopentane suspended in 70 ml. of dry pyridine was added 700 mg. of 2-(n-octyl)cyclopropanecarbonyl chloride. This mixture was stirred at room temperature for 2 days, after which the solid was filtered and the filtrate concentrated to a brown oil (1.19 g.). The entire bulk of this oil was chromatographed on silica gel eluting with MeOH:CHCl3 (2:3) and collecting 10 ml. fractions. Fractions 20-40 gave 28.8 mg. of desired products. Mass spectrometry (EI): M+ m/e 324 f... The reactants are [H-] (hydride), C(CCC)NC(CCl)=O (N-butyl-2-chloroacetamide), [I-].[K+] (potassium iodide), C(P(OCC)(OCC)=O)P(OCC)(OCC)=O (Tetraethyl methylenebisphosphonate), [H-].[Na+] (sodium hydride), [Cl-].[Na+] (sodium chloride). The solvent is C1CCOC1 (THF), C1CCOC1 (THF), C1CCOC1 (THF). Yields the product C(CCC)NC(CC(P(=O)(OCC)OCC)P(=O)(OCC)OCC)=O (N-butyl-3,3-bis(diethoxyphosphinyl)propionamide). The yield is 69.8%. Reaction SMILES: [CH2:1]([P:10](=[O:17])([O:14][CH2:15][CH3:16])[O:11][CH2:12][CH3:13])[P:2](=[O:9])([O:6][CH2:7][CH3:8])[O:3][CH2:4][CH3:5].[H-].[Na+].[H-].[CH2:21]([NH:25][C:26](=[O:29])[CH2:27]Cl)[CH2:22][CH2:23][CH3:24].[I-].[K+].[Cl-].[Na+]>C1COCC1>[CH2:21]([NH:25][C:26](=[O:29])[CH2:27][CH:1]([P:2]([O:6][CH2:7][CH3:8])([O:3][CH2:4][CH3:5])=[O:9])[P:10]([O:11][CH2:12][CH3:13])([O:14][CH2:15][CH3:16])=[O:17])[CH2:22][CH2:23][CH3:24] |f:1.2,5.6,7.8|. Reported procedure: Tetraethyl methylenebisphosphonate (1.44 g, 5.0 mmol) in THF (1 mL) was added to a slurry of 80% sodium hydride (150 mg, 5.0 mmol) in THF (4 mL) at 0° C. The reaction was warmed to room temperature and stirred until all of the hydride was consumed. A solution of N-butyl-2-chloroacetamide (0.75 g, 5.0 mmol) in THF (1 ml) and potassium iodide (100 mg) were then added. The reaction mixture was then heated at 50° C. for 18 hours, during which time sodium chloride precipitated. Additional sodium hydr...